From a dataset of the Open Reaction Database (ORD), a public repository of structured organic reaction records. describe an organic reaction: reactants, conditions, products, and yield The yield is 51.5%. Conditions: time 5 hour. Reactants: N=1N(N=C2C1C=CC=C2)C2=C(C(=CC(=C2)C)CCl)O (2-(2H-Benzotriazol-2-yl)-6-chloromethyl-4-methyl-phenol), C([O-])(O)=O.[Na+] (sodium bicarbonate). Reported procedure: To a suspension of 2-(2H-Benzotriazol-2-yl)-6-chloromethyl-4-methyl-phenol (20.0 g, 73 mmol) in a mixture of tetrahydrofuran and water (180 g, 5:1) sodium bicarbonate (9.2 g, 110 mmol) is added. The reaction mixture is stirred at room temperature for 5 hours and evaporated to dryness. The crude product is purified by column chromatography (ethyl acetate/heptane 1:4) to yield 9.6 g of 2-(2H-Benzotriazol-2-yl)-6-hydroxymethyl-4-methyl-phenol. Yields the product N=1N(N=C2C1C=CC=C2)C2=C(C(=CC(=C2)C)CO)O (2-(2H-Benzotriazol-2-yl)-6-hydroxymethyl-4-methyl-phenol). Run in O1CCCC1 (tetrahydrofuran), O (water). RXN SMILES: [N:1]1[N:2]([C:10]2[CH:15]=[C:14]([CH3:16])[CH:13]=[C:12]([CH2:17]Cl)[C:11]=2[OH:19])[N:3]=[C:4]2[CH:9]=[CH:8][CH:7]=[CH:6][C:5]=12.C(=O)(O)[O-:21].[Na+]>O1CCCC1.O>[N:1]1[N:2]([C:10]2[CH:15]=[C:14]([CH3:16])[CH:13]=[C:12]([CH2:17][OH:21])[C:11]=2[OH:19])[N:3]=[C:4]2[CH:9]=[CH:8][CH:7]=[CH:6][C:5]=12 |f:1.2|.